Dataset: the Open Reaction Database (ORD), a public repository of structured organic reaction records. Task: describe an organic reaction: reactants, conditions, products, and yield Starting materials: OCC1(Cc2ccccc2)CCN(Cc2ccccc2)CC1, CC(Cl)OC(=O)Cl, ClCCl. The product is OCC1(Cc2ccccc2)CCNCC1. Reaction SMILES: [CH2:1]([c:2]1[cH:3][cH:4][cH:5][cH:6][cH:7]1)[N:8]1[CH2:9][CH2:10][C:11]([CH2:14][OH:15])([CH2:16][c:17]2[cH:18][cH:19][cH:20][cH:21][cH:22]2)[CH2:12][CH2:13]1.[Cl:23][CH:24]([O:25][C:26]([Cl:27])=[O:28])[CH3:29].[Cl:30][CH2:31][Cl:32]>>[NH:8]1[CH2:9][CH2:10][C:11]([CH2:14][OH:15])([CH2:16][c:17]2[cH:18][cH:19][cH:20][cH:21][cH:22]2)[CH2:12][CH2:13]1. Starting materials: C(C)(C)NC(C)C (diisopropylamine), BrCBr (dibromomethane), C(CCC)[Li] (n-butyllithium), ClC1=C(C=CC(=C1)Cl)C1C(=O)OC(C1)CC (2-(2,4-dichlorophenyl)-4-ethyl-gamma-butyrolactone). The solvent is CN(P(=O)(N(C)C)N(C)C)C (hexamethylphosphoramide), O1CCCC1 (tetrahydrofuran), O1CCCC1 (tetrahydrofuran). Run at temperature -40 celsius, time 15 minute. Product: BrCC1(C(=O)OC(C1)CC)C1=C(C=C(C=C1)Cl)Cl (2-bromomethyl-4-ethyl-2-(2,4-dichlorophenyl)-gamma-butyrolactone). Reaction SMILES: C(NC(C)C)(C)C.C([Li])CCC.[Cl:13][C:14]1[CH:19]=[C:18]([Cl:20])[CH:17]=[CH:16][C:15]=1[CH:21]1[CH2:26][CH:25]([CH2:27][CH3:28])[O:24][C:22]1=[O:23].[Br:29][CH2:30]Br>CN(C)P(N(C)C)(N(C)C)=O.O1CCCC1>[Br:29][CH2:30][C:21]1([C:15]2[CH:16]=[CH:17][C:18]([Cl:20])=[CH:19][C:14]=2[Cl:13])[CH2:26][CH:25]([CH2:27][CH3:28])[O:24][C:22]1=[O:23]. Procedure details: To a solution of 14.8 g. (0.23 m) diisopropylamine in 100 ml. of dry tetrahydrofuran is added 14.8 g. (023 m) n-butyllithium at -60° C. under nitrogen. Stirring is continued for 15 minutes when a solution of 50 g. (0.19 m) 2-(2,4-dichlorophenyl)-4-ethyl-gamma-butyrolactone in 75 ml. of tetrahydrofuran is added dropwise in one hour. The resulting mixture is further stirred for an addition 1/2 hour when the temperature is raised to -40° C. and a solution of 40.3 g. (0.23 m) dibromomethane and 41.5... Starting materials: P(=O)([O-])([O-])[O-].[K+].[K+].[K+] (potassium phosphate), N-acylamino acid, C(C)(=O)NC(CC1=CNC2=CC=CC=C12)C(=O)O (N-acetyl-DL-tryptophan). Run in solution. Run at time 8 hour. The product is N[C@H](CC1=CNC2=CC=CC=C12)C(=O)O (D-tryptophan). As a reaction SMILES: P([O-])([O-])([O-])=O.[K+].[K+].[K+].C([NH:12][CH:13]([C:24]([OH:26])=[O:25])[CH2:14][C:15]1[C:23]2[C:18](=[CH:19][CH:20]=[CH:21][CH:22]=2)[NH:17][CH:16]=1)(=O)C>>[NH2:12][C@@H:13]([C:24]([OH:26])=[O:25])[CH2:14][C:15]1[C:23]2[C:18](=[CH:19][CH:20]=[CH:21][CH:22]=2)[NH:17][CH:16]=1 |f:0.1.2.3|. Procedure details: A reaction solution (100 ml) containing 100 mM potassium phosphate buffer (pH 6.5), 1 U of N-acylamino acid racemase, 1 U of D-aminoacylase, and 15% N-acetyl-DL-tryptophan was incubated at 30° C. overnight. As the reaction progressed, D-tryptophan produced was saturated in the aqueous phase and precipitated upon oversaturation in the aqueous phase, during which process the reaction was continued. The D-tryptophan precipitated in the aqueous phase was separated by filtration, washed with water, a... Reactants: Cc1cn(-c2ccc(Br)cc2C#N)cn1, Nc1ncn(Cc2cccc(C(F)(F)F)c2)n1. Product: Cc1cn(-c2ccc(Nc3ncn(Cc4cccc(C(F)(F)F)c4)n3)cc2C#N)cn1. As a reaction SMILES: [Br:1][c:2]1[cH:3][cH:4][c:5](-[n:10]2[cH:11][n:12][c:13]([CH3:15])[cH:14]2)[c:6]([C:7]#[N:8])[cH:9]1.[F:16][C:17]([c:18]1[cH:19][c:20]([CH2:21][n:22]2[n:23][c:24]([NH2:27])[n:25][cH:26]2)[cH:28][cH:29][cH:30]1)([F:31])[F:32]>>[c:2]1([NH:27][c:24]2[n:23][n:22]([CH2:21][c:20]3[cH:19][c:18]([C:17]([F:16])([F:31])[F:32])[cH:30][cH:29][cH:28]3)[cH:26][n:25]2)[cH:3][cH:4][c:5](-[n:10]2[cH:11][n:12][c:13]([CH3:15])[cH:14]2)[c:6]([C:7]#[N:8])[cH:9]1. Reactants: ClC1=NC=C(C=C1)C1SCCN1 (2-(2-chloro-5-pyridyl)thiazolidine), [BH4-].[Na+] (sodium borohydride). The solvent is C(C)O (ethanol). Yields the product ClC1=NC=C(C=C1)CNCCS (N-(2-chloro-5-pyridylmethyl)2-aminoethanethiol). The yield is 82.2%. As a reaction SMILES: [Cl:1][C:2]1[CH:7]=[CH:6][C:5]([CH:8]2[NH:12][CH2:11][CH2:10][S:9]2)=[CH:4][N:3]=1.[BH4-].[Na+]>C(O)C>[Cl:1][C:2]1[CH:7]=[CH:6][C:5]([CH2:8][NH:12][CH2:11][CH2:10][SH:9])=[CH:4][N:3]=1 |f:1.2|. Procedure details: A solution composed of 6-chloronicotinaldehyde (14.2 g), 2-aminoethanethiol (7.7 g) and benzene (80 ml) was heated with stirring for 5 hours while removing water as an azeotrope. After the reaction, benzene was distilled off under reduced pressure, and further volatile materials were removed at 1 mmHg and 70° C. to give 2-(2-chloro-5-pyridyl)thiazolidine (18 g) as a residue. Ten grams of 2-(2-chloro-5-pyridyl)thiazolidine was dissolved in 100 ml of ethanol, and sodium borohydride was added. With... Starting materials: CN(C)C=O, NC1CC1, Cc1ccc(C(=O)O)cc1I, O. Yields the product Cc1ccc(C(=O)NC2CC2)cc1I. As a reaction SMILES: [CH3:17][N:18]([CH3:19])[CH:20]=[O:21].[CH:12]1([NH2:15])[CH2:13][CH2:14]1.[I:1][c:2]1[cH:3][c:4]([C:5](=[O:6])[OH:7])[cH:8][cH:9][c:10]1[CH3:11].[OH2:16]>>[I:1][c:2]1[cH:3][c:4]([C:5](=[O:7])[NH:15][CH:12]2[CH2:13][CH2:14]2)[cH:8][cH:9][c:10]1[CH3:11].